describe an organic reaction: reactants, conditions, products, and yield From a dataset of the Open Reaction Database (ORD), a public repository of structured organic reaction records. Reactants: IC1=NN(C=C1)C (3-iodo-1-methyl-1H-pyrazole), CN1C(NCC1)=O (1-methylimidazolidin-2-one), CNCCNC (N1,N2-dimethylethane-1,2-diamine), P(=O)([O-])([O-])[O-].[K+].[K+].[K+] (tripotassium phosphate). Solvent: COC1CCCC1 (cyclopentyl methyl ether), C(C)(=O)OCC (ethyl acetate). Procedure details: A solution of 3-iodo-1-methyl-1H-pyrazole (250 mg), 1-methylimidazolidin-2-one (120 mg), copper(I) iodide (46 mg), N1,N2-dimethylethane-1,2-diamine (0.052 mL) and tripotassium phosphate (510 mg) in cyclopentyl methyl ether (5 mL) was stirred overnight at 120° C. The reaction mixture was diluted with ethyl acetate, and the mixture was washed successively with saturated aqueous ammonium chloride solution, water and saturated brine. The extract was dried over anhydrous magnesium sulfate, and the fi... Reaction SMILES: I[C:2]1[CH:6]=[CH:5][N:4]([CH3:7])[N:3]=1.[CH3:8][N:9]1[CH2:13][CH2:12][NH:11][C:10]1=[O:14].CNCCNC.P([O-])([O-])([O-])=O.[K+].[K+].[K+]>COC1CCCC1.C(OCC)(=O)C.[Cu]I>[CH3:8][N:9]1[CH2:13][CH2:12][N:11]([C:2]2[CH:6]=[CH:5][N:4]([CH3:7])[N:3]=2)[C:10]1=[O:14] |f:3.4.5.6|. The product is CN1C(N(CC1)C1=NN(C=C1)C)=O (1-methyl-3-(1-methyl-1H-pyrazol-3-yl)imidazolidin-2-one). The reagents and catalysts are [Cu]I (copper(I) iodide). Isolated yield 74.5%. The reactants are C(C(O)C)(=O)O (Lactic acid), C(CN)N (ethylene diamine). Solvent: O (water). Reaction conditions: temperature 125 celsius. Yields the product C(CNC(C(O)C)=O)NC(C(O)C)=O (N,N'-1,2-ethanediylbislactamide). Reaction SMILES: [C:1]([OH:6])(=O)[CH:2]([CH3:4])[OH:3].[CH2:7]([NH2:10])[CH2:8][NH2:9]>O>[CH2:7]([NH:10][C:1](=[O:6])[CH:2]([CH3:4])[OH:3])[CH2:8][NH:9][C:1](=[O:6])[CH:2]([CH3:4])[OH:3]. Reported procedure: Lactic acid (441 g; 4.90 moles) was placed in a reaction flask equipped with a distillation head. Under a nitrogen atmosphere, ethylene diamine (147 g; 2.45 moles) was slowly added with stirring to the reaction flask. During the course of the addition, the reaction mixture turned a deep orange and the temperature reached 140° C. The reaction mixture was then heated at 150° C. overnight with the water being removed by distillation. The reaction mixture was allowed to cool to 125° C. then it was p... The reactants are CC(C)(C)OC(=O)NCC=CCN, ClCCCl, CN(C)c1ccncc1, ClCCl, O=C(O)CCCCC(c1ccc(F)cc1)c1ccc(F)cc1. Product: CC(C)(C)OC(=O)NCC=CCNC(=O)CCCCC(c1ccc(F)cc1)c1ccc(F)cc1. RXN SMILES: [C:1]([CH3:2])([CH3:3])([CH3:4])[O:5][C:6]([NH:7][CH2:8][CH:9]=[CH:10][CH2:11][NH2:12])=[O:13].[CH2:36]([Cl:37])[CH2:38][Cl:39].[CH3:43][N:44]([c:45]1[cH:46][cH:47][n:48][cH:49][cH:50]1)[CH3:51].[Cl:40][CH2:41][Cl:42].[F:14][c:15]1[cH:16][cH:17][c:18]([CH:21]([CH2:22][CH2:23][CH2:24][CH2:25][C:26](=[O:27])[OH:28])[c:29]2[cH:30][cH:31][c:32]([F:35])[cH:33][cH:34]2)[cH:19][cH:20]1>>[C:1]([CH3:2])([CH3:3])([CH3:4])[O:5][C:6]([NH:7][CH2:8][CH:9]=[CH:10][CH2:11][NH:12][C:26]([CH2:25][CH2:24][CH2:23][CH2:22][CH:21]([c:18]1[cH:17][cH:16][c:15]([F:14])[cH:20][cH:19]1)[c:29]1[cH:30][cH:31][c:32]([F:35])[cH:33][cH:34]1)=[O:27])=[O:13]. Reactants: CN1CCOCC1 (methylmorpholine), CN(C)C1=NC=CC=C1 (dimethylaminopyridine), propanephosphonic anhydride, C(C)(C)(C)NC(=O)C1=C(C(=NS1)C(C)C)C(=O)O (5-tert-butylaminocarbonyl-3-isopropylisothiazole-4-carboxylic acid). The solvent is ClCCl (dichloromethane), ClCCl (dichloromethane). The product is C(C)(C)(C)N1C(=O)C=2C(=NSC2C1=O)C(C)C (N-tert-butyl-3-isopropylisothiazole-4,5-dicarboximide). Isolated yield 95.1%. As a reaction SMILES: CN1CCOCC1.CN(C1C=CC=CN=1)C.[C:17]([NH:21][C:22]([C:24]1[S:28][N:27]=[C:26]([CH:29]([CH3:31])[CH3:30])[C:25]=1[C:32]([OH:34])=O)=[O:23])([CH3:20])([CH3:19])[CH3:18]>ClCCl>[C:17]([N:21]1[C:22](=[O:23])[C:24]2[S:28][N:27]=[C:26]([CH:29]([CH3:31])[CH3:30])[C:25]=2[C:32]1=[O:34])([CH3:20])([CH3:19])[CH3:18]. Procedure: 7.5 g (74.1 mmol) of methylmorpholine, 2.4 g (20 mmol) of dimethylaminopyridine and 17.4 g of a 50% strength solution of propanephosphonic anhydride (27.3 mmol) in dichloromethane were added dropwise in succession to 5.4 g (20 mmol) of 5-tert-butylaminocarbonyl-3-isopropylisothiazole-4-carboxylic acid in 200 ml of dichloromethane at -5° C. and the mixture was then refluxed for 6 hours. Working up was carried out as described above for Example No. 1.003. 4.8 g (95%) of N-tert-butyl-3-isopropyliso... The reactants are Cl (hydrochloric acid), P([O-])([O-])([O-])=S.[Na+].[Na+].[Na+] (trisodium phosphorothioate), ice, Cl.C(N)(=O)OC1CCN(CC1)C(CCl)=N (2-(4-carbamoyloxypiperidin-1-yl)-2-iminoethylchloride hydrochloride). The solvent is O (water). Conditions: time 2.5 hour. Yields the product Cl.C(N)(=O)OC1CCN(CC1)C(CS)=N (2-(4-carbamoyloxypiperidin-1-yl)-2-iminoethylmercaptan hydrochloride). Yield: 97.8%. RXN SMILES: P(=[S:5])([O-])([O-])[O-].[Na+].[Na+].[Na+].Cl.[C:10]([O:13][CH:14]1[CH2:19][CH2:18][N:17]([C:20](=[NH:23])[CH2:21][Cl:22])[CH2:16][CH2:15]1)(=[O:12])[NH2:11].Cl>O>[ClH:22].[C:10]([O:13][CH:14]1[CH2:19][CH2:18][N:17]([C:20](=[NH:23])[CH2:21][SH:5])[CH2:16][CH2:15]1)(=[O:12])[NH2:11] |f:0.1.2.3,4.5,8.9|. Procedure: 4.95 g of trisodium phosphorothioate were added to an ice-cooled solution of 6.40 g of 2-(4-carbamoyloxypiperidin-1-yl)-2-iminoethylchloride hydrochloride in 32 ml of water, and the mixture was stirred at room temperature for 2.5 hours. 28 ml of 1N hydrochloric acid were then added, and the mixture was heated at 60° C. for 30 minutes. The reaction mixture was worked up in the same manner as in Example 1(2), giving 6.20 g of 2-(4-carbamoyloxypiperidin-1-yl)-2-iminoethylmercaptan hydrochloride. Starting materials: C(CC#C)C1=NC(=NO1)C1=C(C=CC=C1)OC (5-(but-3-ynyl)-3-(2-methoxyphenyl)-1,2,4-oxadiazole), IC1=NC=CC=C1 (2-iodopyridine). The reagents and catalysts are [Cu](I)I (copper iodide), Cl[Pd]([P](C1=CC=CC=C1)(C2=CC=CC=C2)C3=CC=CC=C3)([P](C4=CC=CC=C4)(C5=CC=CC=C5)C6=CC=CC=C6)Cl (Pd(PPh3)2Cl2). Solvent: C(C)N(CC)CC (triethylamine), C(C)N(CC)CC (triethylamine). Product: COC1=C(C=CC=C1)C1=NOC(=N1)CCC#CC1=NC=CC=C1 (2-(4-(3-(2-methoxyphenyl)-1,2,4-oxadiazol-5-yl)but-1-ynyl)pyridine). Yield: 12.6%. Reaction SMILES: I[C:2]1[CH:7]=[CH:6][CH:5]=[CH:4][N:3]=1.[CH2:8]([C:12]1[O:16][N:15]=[C:14]([C:17]2[CH:22]=[CH:21][CH:20]=[CH:19][C:18]=2[O:23][CH3:24])[N:13]=1)[CH2:9][C:10]#[CH:11]>C(N(CC)CC)C.[Cu](I)I.Cl[Pd](Cl)([P](C1C=CC=CC=1)(C1C=CC=CC=1)C1C=CC=CC=1)[P](C1C=CC=CC=1)(C1C=CC=CC=1)C1C=CC=CC=1>[CH3:24][O:23][C:18]1[CH:19]=[CH:20][CH:21]=[CH:22][C:17]=1[C:14]1[N:13]=[C:12]([CH2:8][CH2:9][C:10]#[C:11][C:2]2[CH:7]=[CH:6][CH:5]=[CH:4][N:3]=2)[O:16][N:15]=1 |^1:37,56|. Reported procedure: In a dry reaction tube containing in suspension copper iodide (12 mg, 0.07 mmol) and triethylamine (4.1 mL, 29 mmol), were added 2-iodopyridine (139 μL, 1.3 mmol) and Pd(PPh3)2Cl2 (46 mg, 0.07 mmol) under N2. A yellow suspension is obtained and after a few minutes of stirring at room temperature, was added a solution 5-(but-3-ynyl)-3-(2-methoxyphenyl)-1,2,4-oxadiazole (299 mg, 1.3 mmol) in triethylamine (0.7 mL) under N2. Immediately the color of the reaction turns to black. The mixture was stir... The yield is 94.8%. As a reaction SMILES: [Cl:1][C:2]1[C:3]2[NH:10][CH:9]=[CH:8][C:4]=2[N:5]=[CH:6][N:7]=1.C(=O)([O-])[O-].[Cs+].[Cs+].[C:17]([Si:21]([O:24][CH2:25][CH2:26]I)([CH3:23])[CH3:22])([CH3:20])([CH3:19])[CH3:18]>CN(C)C=O.O>[Si:21]([O:24][CH2:25][CH2:26][N:10]1[C:3]2[C:2]([Cl:1])=[N:7][CH:6]=[N:5][C:4]=2[CH:8]=[CH:9]1)([C:17]([CH3:20])([CH3:19])[CH3:18])([CH3:23])[CH3:22] |f:1.2.3|. Reactants: C([O-])([O-])=O.[Cs+].[Cs+] (cesium carbonate), ClC=1C2=C(N=CN1)C=CN2 (4-chloro-5H-pyrrolo[3,2-d]pyrimidine), C(C)(C)(C)[Si](C)(C)OCCI (tert-butyl(2-iodoethoxy)dimethylsilane). Solvent: O (water), CN(C=O)C (N,N-dimethylformamide). Reported procedure: To a suspension of 4-chloro-5H-pyrrolo[3,2-d]pyrimidine (307 mg) in N,N-dimethylformamide (2.0 mL) was added cesium carbonate (977 mg) under ice-cooling, and the mixture was stirred while warming to room temperature for 15 min. To the reaction mixture was added tert-butyl(2-iodoethoxy)dimethylsilane (839 mg), and the mixture was stirred at room temperature for 16 hrs. The reaction mixture was diluted with water (20 mL) and extracted with ethyl acetate (30 mL×3). The organic layer washed with sat... Product: [Si](C)(C)(C(C)(C)C)OCCN1C=CC=2N=CN=C(C21)Cl (5-(2-{[tert-butyl(dimethyl)silyl]oxy}ethyl)-4-chloro-5H-pyrrolo[3,2-d]pyrimidine). Reactants: CCCCC(C)CC(CC(=O)OC(C)(C)C)C(=O)O, CCCCC(C)CC(CC(=O)OC(C)(C)C)C(=O)N1C(=O)OC(c2ccccc2)C1C, C1CCOC1, CCCCC(C)CC(CC(=O)O)C(=O)O, O, OO. Yields the product CCCCC(C)CCC(=O)O. Reaction SMILES: [C:1]([O:2][C:3](=[O:4])[CH2:5][CH:8]([C:9](=[O:10])[OH:11])[CH2:12][CH:13]([CH2:14][CH2:15][CH2:16][CH3:17])[CH3:18])([CH3:6])([CH3:7])[CH3:19].[C:20]([O:21][C:22](=[O:23])[CH2:24][CH:25]([C:26]([N:27]1[CH:28]([CH3:29])[CH:30]([c:31]2[cH:32][cH:33][cH:34][cH:35][cH:36]2)[O:37][C:38]1=[O:39])=[O:40])[CH2:41][CH:42]([CH3:43])[CH2:44][CH2:45][CH2:46][CH3:47])([CH3:48])([CH3:49])[CH3:50].[CH2:68]1[O:69][CH2:70][CH2:71][CH2:72]1.[CH3:53][CH:54]([CH2:55][CH2:56][CH2:57][CH3:58])[CH2:59][CH:60]([CH2:61][C:62]([OH:63])=[O:64])[C:65]([OH:66])=[O:67].[OH2:73].[OH:51][OH:52]>>[CH2:8]([C:9](=[O:10])[OH:11])[CH2:12][CH:13]([CH2:14][CH2:15][CH2:16][CH3:17])[CH3:18].